Dataset: the Open Reaction Database (ORD), a public repository of structured organic reaction records. Task: describe an organic reaction: reactants, conditions, products, and yield Starting materials: CC(C)=O, Nc1ccc(Cl)cc1C(=O)O, [K+], [K+], O=C([O-])[O-]. The product is COC(=O)c1cc(Cl)ccc1N. RXN SMILES: [CH3:18][C:19](=[O:20])[CH3:21].[Cl:1][c:2]1[cH:3][cH:4][c:5]([NH2:11])[c:6]([C:7](=[O:8])[OH:9])[cH:10]1.[K+:12].[K+:13].[O-:14][C:15]([O-:16])=[O:17]>>[Cl:1][c:2]1[cH:3][cH:4][c:5]([NH2:11])[c:6]([C:7](=[O:8])[O:9][CH3:15])[cH:10]1. RXN SMILES: [C:1]1([C:7]2[C:11]3[CH:12]=[CH:13][CH:14]=[CH:15][C:10]=3[O:9][C:8]=2[C:16]2[CH:25]=[CH:24][C:23]([O:26]C)=[C:22]3[C:17]=2[CH:18]=[CH:19][CH:20]=[N:21]3)[CH:6]=[CH:5][CH:4]=[CH:3][CH:2]=1.[C:28]1([C:34]2[C:38]3[CH:39]=[CH:40][CH:41]=[CH:42][C:37]=3[O:36][C:35]=2[C:43]2[CH:52]=[CH:51][C:50]([OH:53])=[C:49]3[C:44]=2[CH:45]=[CH:46][CH:47]=[N:48]3)[CH:33]=[CH:32][CH:31]=[CH:30][CH:29]=1.Br[CH2:55][C:56]#[N:57]>>[C:1]1([C:7]2[C:11]3[CH:12]=[CH:13][CH:14]=[CH:15][C:10]=3[O:9][C:8]=2[C:16]2[CH:25]=[CH:24][C:23]([OH:26])=[C:22]3[C:17]=2[CH:18]=[CH:19][CH:20]=[N:21]3)[CH:2]=[CH:3][CH:4]=[CH:5][CH:6]=1.[C:28]1([C:34]2[C:38]3[CH:39]=[CH:40][CH:41]=[CH:42][C:37]=3[O:36][C:35]=2[C:43]2[CH:52]=[CH:51][C:50]([O:53][CH2:55][C:56]#[N:57])=[C:49]3[C:44]=2[CH:45]=[CH:46][CH:47]=[N:48]3)[CH:29]=[CH:30][CH:31]=[CH:32][CH:33]=1. Reactants: solid, C1(=CC=CC=C1)C1=C(OC2=C1C=CC=C2)C2=C1C=CC=NC1=C(C=C2)OC (5-(3-phenyl-1-benzofuran-2-yl)-8-methoxy-quinoline), C1(=CC=CC=C1)C1=C(OC2=C1C=CC=C2)C2=C1C=CC=NC1=C(C=C2)O (5-(3-phenyl-1-benzofuran-2-yl)-8-hydroxy-quinoline), BrCC#N (bromoacetonitrile). Procedure details: 5-(3-Phenyl-1-benzofuran-2-yl)-8-hydroxy-quinoline was prepared as a solid (0.185 g, 99%) from 5-(3-phenyl-1-benzofuran-2-yl)-8-methoxy-quinoline according to the procedure described in the first part of Step 4 of Example 2; Mass spectrum (+ESI, [M+H]+) m/z 338. Reaction of 5-(3-phenyl-1-benzofuran-2-yl)-8-hydroxy-quinoline with bromoacetonitrile according to the procedure described in Step 2 of Example 1 afforded the title compound as a solid (0.148 g, 74%). Mass spectrum (+ESI, [M+H]+) m/z 377... Product: C1(=CC=CC=C1)C1=C(OC2=C1C=CC=C2)C2=C1C=CC=NC1=C(C=C2)O (5-(3-Phenyl-1-benzofuran-2-yl)-8-hydroxy-quinoline), C1(=CC=CC=C1)C1=C(OC2=C1C=CC=C2)C2=C1C=CC=NC1=C(C=C2)OCC#N ({[5-(3-Phenyl-1-benzofuran-2-yl)-quinolin-8-yl]oxy}acetonitrile). The yield is 74.0%.